This data is from the Open Reaction Database (ORD), a public repository of structured organic reaction records. The task is: describe an organic reaction: reactants, conditions, products, and yield Yields the product C1(=CC=CC=C1)S(=O)(=O)NC1=C(C2=C(S1)CCC2)C(=O)OCC (Ethyl 2-benzenesulphonylamino-5,6-dihydro-4H-cyclopenta[b]thiophene-3-carboxylate). The reactants are C1(=CC=CC=C1)S(=O)(=O)NC1=C(C2=C(S1)CCCC2)C(=O)OCC (ethyl 2-benzenesulphonylamino-4,5,6,7-tetrahydro-benzo[b]thiophene-3-carboxylate), NC1=C(C2=C(S1)CCC2)C(=O)OCC (ethyl 2-amino-5,6-dihydro-4H-cyclopenta[b]thiophene-3-carboxylate), C1(=CC=CC=C1)S(=O)(=O)Cl (benzenesulphonyl chloride). As a reaction SMILES: [C:1]1([S:7]([NH:10][C:11]2[S:15][C:14]3C[CH2:17][CH2:18][CH2:19][C:13]=3[C:12]=2[C:20]([O:22][CH2:23][CH3:24])=[O:21])(=[O:9])=[O:8])[CH:6]=[CH:5][CH:4]=[CH:3][CH:2]=1.NC1SC2CCCC=2C=1C(OCC)=O.C1(S(Cl)(=O)=O)C=CC=CC=1>>[C:1]1([S:7]([NH:10][C:11]2[S:15][C:14]3[CH2:17][CH2:18][CH2:19][C:13]=3[C:12]=2[C:20]([O:22][CH2:23][CH3:24])=[O:21])(=[O:9])=[O:8])[CH:6]=[CH:5][CH:4]=[CH:3][CH:2]=1. Procedure: Prepared by proceeding in a similar manner to Intermediate 1, starting from ethyl 2-amino-5,6-dihydro-4H-cyclopenta[b]thiophene-3-carboxylate and benzenesulphonyl chloride.